This data is from the Open Reaction Database (ORD), a public repository of structured organic reaction records. The task is: describe an organic reaction: reactants, conditions, products, and yield Starting materials: CCSC(=O)OCOC(=O)c1cc(S(N)(=O)=O)c(Cl)cc1NCc1ccco1, ClCCl, O=S(=O)(Cl)Cl. Product: NS(=O)(=O)c1cc(C(=O)OCOC(=O)Cl)c(NCc2ccco2)cc1Cl. Reaction SMILES: [C:6]([O:7][CH2:8][O:9][C:10]([c:11]1[c:12]([NH:22][CH2:23][c:24]2[o:25][cH:26][cH:27][cH:28]2)[cH:13][c:14]([Cl:21])[c:15]([S:17](=[O:18])(=[O:19])[NH2:20])[cH:16]1)=[O:29])([S:30][CH2:31][CH3:32])=[O:33].[Cl:34][CH2:35][Cl:36].[S:1]([Cl:2])(=[O:3])([Cl:4])=[O:5]>>[Cl:4][C:6]([O:7][CH2:8][O:9][C:10]([c:11]1[c:12]([NH:22][CH2:23][c:24]2[o:25][cH:26][cH:27][cH:28]2)[cH:13][c:14]([Cl:21])[c:15]([S:17](=[O:18])(=[O:19])[NH2:20])[cH:16]1)=[O:29])=[O:33]. Reactants: CC(NC(=O)OC(C)(C)C)c1nc2ncccc2n1-c1cc(F)cc(F)c1, CC(=O)NC(C)c1nc2ncccc2n1-c1cc(F)cc(F)c1. The product is CC(N)c1nc2ncccc2n1-c1cc(F)cc(F)c1. RXN SMILES: [C:1]([O:2][C:3](=[O:4])[NH:7][CH:8]([CH3:9])[c:10]1[n:11](-[c:19]2[cH:20][c:21]([F:26])[cH:22][c:23]([F:25])[cH:24]2)[c:12]2[c:13]([n:14][cH:15][cH:16][cH:17]2)[n:18]1)([CH3:5])([CH3:6])[CH3:27].[F:28][c:29]1[cH:30][c:31](-[n:32]2[c:33]3[c:34]([n:35][cH:36][cH:37][cH:38]3)[n:39][c:40]2[CH:41]([NH:42][C:43](=[O:44])[CH3:45])[CH3:46])[cH:47][c:48]([F:49])[cH:50]1>>[NH2:7][CH:8]([CH3:9])[c:10]1[n:11](-[c:19]2[cH:20][c:21]([F:26])[cH:22][c:23]([F:25])[cH:24]2)[c:12]2[c:13]([n:14][cH:15][cH:16][cH:17]2)[n:18]1. The reactants are C(C)(C)(C)OC(=O)N1CCC(CC1)NC(=O)C1=NNC=C1[N+](=O)[O-] (4-[(4-Nitro-1H-pyrazole-3-carbonyl)-amino]-piperidine-1-carboxylic acid tert-butyl ester). Reagents/catalysts: [Pd] (palladium on carbon). Run in C(C)O.CN(C)C=O (ethanol DMF). Product: C(C)(C)(C)OC(=O)N1CCC(CC1)NC(=O)C1=NNC=C1N (4-[(4-amino-1H-pyrazole-3-carbonyl)-amino]-piperidine-1-carboxylic acid tert-butyl ester). Yield: 73.8%. Reaction SMILES: [C:1]([O:5][C:6]([N:8]1[CH2:13][CH2:12][CH:11]([NH:14][C:15]([C:17]2[C:21]([N+:22]([O-])=O)=[CH:20][NH:19][N:18]=2)=[O:16])[CH2:10][CH2:9]1)=[O:7])([CH3:4])([CH3:3])[CH3:2]>C(O)C.CN(C=O)C.[Pd]>[C:1]([O:5][C:6]([N:8]1[CH2:13][CH2:12][CH:11]([NH:14][C:15]([C:17]2[C:21]([NH2:22])=[CH:20][NH:19][N:18]=2)=[O:16])[CH2:10][CH2:9]1)=[O:7])([CH3:4])([CH3:2])[CH3:3] |f:1.2|. Reported procedure: 4-[(4-Nitro-1H-pyrazole-3-carbonyl)-amino]-piperidine-1-carboxylic acid tert-butyl ester (13.05 g) was dissolved in ethanol/DMF (300 ml/75 ml), treated with 10% palladium on carbon (500 mg) then hydrogenated at room temperature and pressure overnight. The catalyst was removed by filtration through Celite and the filtrate evaporated and re-evaporated with toluene. The crude material was purified by flash column chromatography eluting with EtOAc then 2% MeOH/EtOAc then 5% MeOH/EtOAc. Product conta... Starting materials: CC(C)(C)CCN, CO, N, O=C(O)CN1C(=O)C2(COc3cc4c(cc32)CCO4)c2ccccc21, O=C(O)c1cc(CN2C(=O)C3(COc4cc5c(cc43)OCO5)c3ccccc32)oc1C(F)(F)F. Product: NC(=O)c1cc(CN2C(=O)C3(COc4cc5c(cc43)OCO5)c3ccccc32)oc1C(F)(F)F. Reaction SMILES: [CH3:2][C:3]([CH3:4])([CH3:5])[CH2:7][CH2:8][NH2:6].[CH3:68][OH:69].[NH3:1].[O:43]=[C:44]1[C:45]2([CH2:46][O:47][c:48]3[cH:49][c:50]4[c:51]([cH:52][c:53]32)[CH2:54][CH2:55][O:56]4)[c:57]2[c:58]([cH:59][cH:60][cH:61][cH:62]2)[N:63]1[CH2:64][C:65]([OH:66])=[O:67].[O:9]=[C:10]1[N:11]([CH2:30][c:31]2[cH:32][c:33]([C:40](=[O:41])[OH:42])[c:34]([C:36]([F:37])([F:38])[F:39])[o:35]2)[c:12]2[cH:13][cH:14][cH:15][cH:16][c:17]2[C:18]12[CH2:19][O:20][c:21]1[c:22]2[cH:23][c:24]2[c:25]([cH:29]1)[O:26][CH2:27][O:28]2>>[NH2:6][C:40]([c:33]1[cH:32][c:31]([CH2:30][N:11]2[C:10](=[O:9])[C:18]3([c:17]4[c:12]2[cH:13][cH:14][cH:15][cH:16]4)[CH2:19][O:20][c:21]2[c:22]3[cH:23][c:24]3[c:25]([cH:29]2)[O:26][CH2:27][O:28]3)[o:35][c:34]1[C:36]([F:37])([F:38])[F:39])=[O:41]. Reactants: product, ClC1=NC(=CC=C1[N+](=O)[O-])OC (2-chloro-3-nitro-6-methoxypyridine), N1CCOCC1 (morpholine). The solvent is C(C)O (ethanol). The product is COC1=CC=C(C(=N1)N1CCOCC1)[N+](=O)[O-] (4-(6-methoxy-3-nitropyrid-2-yl)morpholine). Reaction SMILES: Cl[C:2]1[C:7]([N+:8]([O-:10])=[O:9])=[CH:6][CH:5]=[C:4]([O:11][CH3:12])[N:3]=1.[NH:13]1[CH2:18][CH2:17][O:16][CH2:15][CH2:14]1>C(O)C>[CH3:12][O:11][C:4]1[N:3]=[C:2]([N:13]2[CH2:18][CH2:17][O:16][CH2:15][CH2:14]2)[C:7]([N+:8]([O-:10])=[O:9])=[CH:6][CH:5]=1. Procedure details: 5 g (0.0265 mol) of the product 2-chloro-3-nitro-6-methoxypyridine, 50 ml of ethanol and 4.62 ml (0.053 mol) of morpholine were placed in a fully equipped round-bottomed flask. Starting materials: C(C)OC(COC1=C(C=C(C=C1)SCC1=CC(=CC(=C1)OCC(C)C)Br)C)=O ([4-(3-Bromo-5-isobutoxy-benzylsulfanyl)-2-methyl-phenoxy]-acetic acid ethyl ester), C(#C)C1=CC=C(C=C1)S(=O)(=O)C (1-Ethynyl-4-methanesulfonyl-benzene), C(C)OC(COC1=C(C=C(C=C1)SC1=CC(=CC(=C1)C#CC1=CC=C(C=C1)CO)OCCC1=CC=C(C=C1)Cl)C)=O ({4-[3-[2-(4-Chloro-phenyl)-ethoxy]-5-(4-hydroxymethyl-phenylethynyl)-phenylsulfanyl]-2-methylphenoxy}-acetic acid ethyl ester). The product is C(C)OC(COC1=C(C=C(C=C1)SCC1=CC(=CC(=C1)C#CC1=CC=C(C=C1)S(=O)(=O)C)OCC(C)C)C)=O ({4-[3-Isobutoxy-5-(4-methanesulfonyl-phenylethynyl)-benzylsulfanyl]-2-methyl-phenoxy}-acetic Acid Ethyl Ester). Reaction SMILES: [CH2:1]([O:3][C:4](=[O:28])[CH2:5][O:6][C:7]1[CH:12]=[CH:11][C:10]([S:13][CH2:14][C:15]2[CH:20]=[C:19]([O:21][CH2:22][CH:23]([CH3:25])[CH3:24])[CH:18]=[C:17](Br)[CH:16]=2)=[CH:9][C:8]=1[CH3:27])[CH3:2].[C:29]([C:31]1[CH:36]=[CH:35][C:34]([S:37]([CH3:40])(=[O:39])=[O:38])=[CH:33][CH:32]=1)#[CH:30].C(OC(=O)COC1C=CC(SC2C=C(C#CC3C=CC(CO)=CC=3)C=C(OCCC3C=CC(Cl)=CC=3)C=2)=CC=1C)C>>[CH2:1]([O:3][C:4](=[O:28])[CH2:5][O:6][C:7]1[CH:12]=[CH:11][C:10]([S:13][CH2:14][C:15]2[CH:16]=[C:17]([C:30]#[C:29][C:31]3[CH:32]=[CH:33][C:34]([S:37]([CH3:40])(=[O:39])=[O:38])=[CH:35][CH:36]=3)[CH:18]=[C:19]([O:21][CH2:22][CH:23]([CH3:25])[CH3:24])[CH:20]=2)=[CH:9][C:8]=1[CH3:27])[CH3:2]. Procedure details: The title product was prepared from [4-(3-Bromo-5-isobutoxy-benzylsulfanyl)-2-methyl-phenoxy]-acetic acid ethyl ester (300 mg; 0.64 mmol) and 1-Ethynyl-4-methanesulfonyl-benzene (347.0 mg; 1.93 mmol) applying the procedure described for {4-[3-[2-(4-Chloro-phenyl)-ethoxy]-5-(4-hydroxymethyl-phenylethynyl)-phenylsulfanyl]-2-methylphenoxy}-acetic acid ethyl ester. The crude product was purified by preparative HPLC (method A). Yield: 260 mg (72%). HPLC-MS: m/z: 567.6 (M+H)+; Rt: 2.77 min Reactants: C1(=CC=CC=C1)C=1C=CC=C2C(C(NC12)=O)=O (7-phenyl-1H-indole-2,3-dione), BrCCCCBr (1,4-dibromobutane). Product: BrCCCCN1C(C(C2=CC=CC(=C12)C1=CC=CC=C1)=O)=O (1-(4-Bromobutyl)-7-phenyl-1H-indole-2,3-dione). RXN SMILES: [C:1]1([C:7]2[CH:8]=[CH:9][CH:10]=[C:11]3[C:15]=2[NH:14][C:13](=[O:16])[C:12]3=[O:17])[CH:6]=[CH:5][CH:4]=[CH:3][CH:2]=1.[Br:18][CH2:19][CH2:20][CH2:21][CH2:22]Br>>[Br:18][CH2:19][CH2:20][CH2:21][CH2:22][N:14]1[C:15]2[C:11](=[CH:10][CH:9]=[CH:8][C:7]=2[C:1]2[CH:2]=[CH:3][CH:4]=[CH:5][CH:6]=2)[C:12](=[O:17])[C:13]1=[O:16]. Procedure: The title compound was prepared according to the process step described in the text is from Page 7, line 34 to Page 8, line 5 of WO 94/29272 using 7-phenyl-1H-indole-2,3-dione and 1,4-dibromobutane.